From a dataset of the Open Reaction Database (ORD), a public repository of structured organic reaction records. describe an organic reaction: reactants, conditions, products, and yield Starting materials: CC(C)(C)OC(=O)N1CCC(Oc2cccc(B3OC(C)(C)C(C)(C)O3)c2)CC1, CCOC(=O)COc1c(C(=O)OC)sc(Br)c1Br. Product: CCOC(=O)COc1c(C(=O)OC)sc(-c2cccc(OC3CCN(C(=O)OC(C)(C)C)CC3)c2)c1Br. RXN SMILES: [C:19]([CH3:20])([CH3:21])([CH3:22])[O:23][C:24](=[O:25])[N:26]1[CH2:27][CH2:28][CH:29]([O:32][c:33]2[cH:34][c:35]([B:39]3[O:40][C:41]([CH3:42])([CH3:43])[C:44]([CH3:45])([CH3:46])[O:47]3)[cH:36][cH:37][cH:38]2)[CH2:30][CH2:31]1.[CH3:1][O:2][C:3](=[O:4])[c:5]1[s:6][c:7]([Br:18])[c:8]([Br:17])[c:9]1[O:10][CH2:11][C:12](=[O:13])[O:14][CH2:15][CH3:16]>>[CH3:1][O:2][C:3](=[O:4])[c:5]1[s:6][c:7](-[c:35]2[cH:34][c:33]([O:32][CH:29]3[CH2:28][CH2:27][N:26]([C:24]([O:23][C:19]([CH3:20])([CH3:21])[CH3:22])=[O:25])[CH2:31][CH2:30]3)[cH:38][cH:37][cH:36]2)[c:8]([Br:17])[c:9]1[O:10][CH2:11][C:12](=[O:13])[O:14][CH2:15][CH3:16]. The reactants are CS(C)=O, ClCc1ccc(Cl)cc1, [H-], [H][H], NCCCNc1ccccn1, [Na+], O. Product: NCCCN(Cc1ccc(Cl)cc1)c1ccccn1. RXN SMILES: [CH3:25][S:26]([CH3:27])=[O:28].[Cl:16][c:17]1[cH:18][cH:19][c:20]([CH2:21][Cl:22])[cH:23][cH:24]1.[H-:1].[H:14][H:15].[NH2:3][CH2:4][CH2:5][CH2:6][NH:7][c:8]1[n:9][cH:10][cH:11][cH:12][cH:13]1.[Na+:2].[OH2:29]>>[NH2:3][CH2:4][CH2:5][CH2:6][N:7]([c:8]1[n:9][cH:10][cH:11][cH:12][cH:13]1)[CH2:21][c:20]1[cH:19][cH:18][c:17]([Cl:16])[cH:24][cH:23]1. Reactants: FC(C1=CC(=NC=2N1N=CC2C(=O)O)C2=CC=C(C=C2)C(F)(F)F)F (7-difluoromethyl-5-(4-trifluoromethyl-phenyl)-pyrazolo[1,5-a]pyrimidine-3-carboxylic acid), NC=1C=C(C=CC1)S(=O)(=O)NCC(C)C (3-amino-N-isobutyl-benzenesulfonamide). The product is C(C(C)C)NS(=O)(=O)C=1C=C(C=CC1)NC(=O)C=1C=NN2C1N=C(C=C2C(F)F)C2=CC=C(C=C2)C(F)(F)F (7-Difluoromethyl-5-(4-trifluoromethyl-phenyl)-pyrazolo[1,5-a]pyrimidine-3-carboxylic acid(3-isobutylsulfamoyl-phenyl)-amide). RXN SMILES: [F:1][CH:2]([F:25])[C:3]1[N:8]2[N:9]=[CH:10][C:11]([C:12]([OH:14])=O)=[C:7]2[N:6]=[C:5]([C:15]2[CH:20]=[CH:19][C:18]([C:21]([F:24])([F:23])[F:22])=[CH:17][CH:16]=2)[CH:4]=1.[NH2:26][C:27]1[CH:28]=[C:29]([S:33]([NH:36][CH2:37][CH:38]([CH3:40])[CH3:39])(=[O:35])=[O:34])[CH:30]=[CH:31][CH:32]=1>>[CH2:37]([NH:36][S:33]([C:29]1[CH:28]=[C:27]([NH:26][C:12]([C:11]2[CH:10]=[N:9][N:8]3[C:3]([CH:2]([F:25])[F:1])=[CH:4][C:5]([C:15]4[CH:20]=[CH:19][C:18]([C:21]([F:23])([F:24])[F:22])=[CH:17][CH:16]=4)=[N:6][C:7]=23)=[O:14])[CH:32]=[CH:31][CH:30]=1)(=[O:35])=[O:34])[CH:38]([CH3:40])[CH3:39]. Reported procedure: The title compound was prepared from 7-difluoromethyl-5-(4-trifluoromethyl-phenyl)-pyrazolo[1,5-a]pyrimidine-3-carboxylic acid (example C.1) and 3-amino-N-isobutyl-benzenesulfonamide [CAS 608523-95-1] according to general procedure II. Yellow solid. MS (ISP) 566.2 [(M−H)−]; mp 186° C. The reactants are C1(CC1)OC=1C=C(C=CC1OC(F)F)C1=C(C2=C(C=NN(C2=O)COCC[Si](C)(C)C)N1)C=1C=NNC1 (2-(3-cyclopropoxy-4-difluoromethoxyphenyl)-3-(4-pyrazolyl)-5-(2-trimethylsilylethoxymethyl)-1,5-dihydropyrrolo[2,3-d]pyridazin-4-one), C1(CC1)OC=1C=C(C=CC1OC(F)F)C1=C(C2=C(C=NN(C2=O)COCC[Si](C)(C)C)N1)CCC (2-(3-cyclopropoxy-4-difluoromethoxyphenyl)-3-propyl-5-(2-trimethylsilylethoxymethyl)-1,5-dihydropyrrolo[2,3-d]pyridazin-4-one). The product is C1(CC1)OC=1C=C(C=CC1OC(F)F)C1=C(C2=C(C=NNC2=O)N1)C=1C=NNC1 (2-(3-Cyclopropoxy-4-difluoromethoxyphenyl)-3-(4-pyrazolyl)-1,5-dihydropyrrolo[2,3-d]pyridazin-4-one). The yield is 100.7%. RXN SMILES: [CH:1]1([O:4][C:5]2[CH:6]=[C:7]([C:15]3[NH:32][C:18]4[CH:19]=[N:20][N:21](COCC[Si](C)(C)C)[C:22](=[O:23])[C:17]=4[C:16]=3[C:33]3[CH:34]=[N:35][NH:36][CH:37]=3)[CH:8]=[CH:9][C:10]=2[O:11][CH:12]([F:14])[F:13])[CH2:3][CH2:2]1.C1(OC2C=C(C3NC4C=NN(COCC[Si](C)(C)C)C(=O)C=4C=3CCC)C=CC=2OC(F)F)CC1>>[CH:1]1([O:4][C:5]2[CH:6]=[C:7]([C:15]3[NH:32][C:18]4[CH:19]=[N:20][NH:21][C:22](=[O:23])[C:17]=4[C:16]=3[C:33]3[CH:34]=[N:35][NH:36][CH:37]=3)[CH:8]=[CH:9][C:10]=2[O:11][CH:12]([F:14])[F:13])[CH2:2][CH2:3]1. Procedure: Reaction and post treatment were carried out in the same manner as in Example 6-(c) except for using 100 mg (0.189 mmol) of 2-(3-cyclopropoxy-4-difluoromethoxyphenyl)-3-(4-pyrazolyl)-5-(2-trimethylsilylethoxymethyl)-1,5-dihydropyrrolo[2,3-d]pyridazin-4-one obtained in Example 18-(b) in place of 2-(3-cyclopropoxy-4-difluoromethoxyphenyl)-3-propyl-5-(2-trimethylsilylethoxymethyl)-1,5-dihydropyrrolo[2,3-d]pyridazin-4-one, whereby 76 mg of the title compound was obtained as a pale yellowish solid su... Starting materials: CCOC(=O)c1ccccc1-c1ccccc1CSCCOc1ccccc1, C1CCOC1, [Li+], O=C(O)c1cccc(-c2ccc(CSCCOc3ccccc3)cc2)c1, C1COCCO1, [OH-]. Product: O=C(O)c1ccccc1-c1ccccc1CSCCOc1ccccc1. RXN SMILES: [CH2:27]([CH3:28])[O:29][C:30](=[O:31])[c:32]1[c:33](-[c:38]2[c:39]([CH2:44][S:45][CH2:46][CH2:47][O:48][c:49]3[cH:50][cH:51][cH:52][cH:53][cH:54]3)[cH:40][cH:41][cH:42][cH:43]2)[cH:34][cH:35][cH:36][cH:37]1.[CH2:57]1[O:58][CH2:59][CH2:60][CH2:61]1.[Li+:55].[O:1]([CH2:2][CH2:3][S:4][CH2:5][c:6]1[cH:7][cH:8][c:9](-[c:10]2[cH:11][cH:12][cH:13][c:14]([C:15]([OH:16])=[O:17])[cH:18]2)[cH:19][cH:20]1)[c:21]1[cH:22][cH:23][cH:24][cH:25][cH:26]1.[O:62]1[CH2:63][CH2:64][O:65][CH2:66][CH2:67]1.[OH-:56]>>[O:29]=[C:30]([OH:31])[c:32]1[c:33](-[c:38]2[c:39]([CH2:44][S:45][CH2:46][CH2:47][O:48][c:49]3[cH:50][cH:51][cH:52][cH:53][cH:54]3)[cH:40][cH:41][cH:42][cH:43]2)[cH:34][cH:35][cH:36][cH:37]1. The reactants are CNC(=O)c1c2cc(C3CC3)c(C(CC=O)S(C)(=O)=O)cc2nn1-c1ccc(C)cc1, CNC(=O)c1c2cc(C3CC3)c(C(CC(O)O)S(C)(=O)=O)cc2nn1-c1ccc(C)cc1, ClCCl, CCOC(=O)C=P(c1ccccc1)(c1ccccc1)c1ccccc1. Product: CCOC(=O)C=CCC(c1cc2nn(-c3ccc(C)cc3)c(C(=O)NC)c2cc1C1CC1)S(C)(=O)=O. Reaction SMILES: [CH:1]1([c:4]2[cH:5][c:6]3[c:7]([C:28](=[O:29])[NH:30][CH3:31])[n:8](-[c:21]4[cH:22][cH:23][c:24]([CH3:27])[cH:25][cH:26]4)[n:9][c:10]3[cH:11][c:12]2[CH:13]([CH2:14][CH:15]=[O:16])[S:17](=[O:18])(=[O:19])[CH3:20])[CH2:2][CH2:3]1.[CH:32]1([c:33]2[c:34]([CH:35]([S:36]([CH3:37])(=[O:38])=[O:39])[CH2:40][CH:41]([OH:42])[OH:43])[cH:44][c:45]3[c:46]([c:47]([C:48]([NH:49][CH3:50])=[O:51])[n:52](-[c:53]4[cH:54][cH:55][c:56]([CH3:57])[cH:58][cH:59]4)[n:60]3)[cH:61]2)[CH2:62][CH2:63]1.[Cl:89][CH2:90][Cl:91].[c:64]1([P:65]([c:66]2[cH:67][cH:68][cH:69][cH:70][cH:71]2)([c:72]2[cH:73][cH:74][cH:75][cH:76][cH:77]2)=[CH:83][C:84](=[O:85])[O:86][CH2:87][CH3:88])[cH:78][cH:79][cH:80][cH:81][cH:82]1>>[CH:1]1([c:4]2[cH:5][c:6]3[c:7]([C:28](=[O:29])[NH:30][CH3:31])[n:8](-[c:21]4[cH:22][cH:23][c:24]([CH3:27])[cH:25][cH:26]4)[n:9][c:10]3[cH:11][c:12]2[CH:13]([CH2:14][CH:15]=[CH:83][C:84](=[O:85])[O:86][CH2:87][CH3:88])[S:17](=[O:18])(=[O:19])[CH3:20])[CH2:2][CH2:3]1.